This data is from the Open Reaction Database (ORD), a public repository of structured organic reaction records. The task is: describe an organic reaction: reactants, conditions, products, and yield The reactants are [BH4-].[Na+] (sodium borohydride), C(C)(C)(C)OC(=O)N([C@@H](CCC(O)=O)C(=O)N1CSCC1)C(=O)OC(C)(C)C (3-[N,N-Di-(tert-butyloxycarbonyl)-L-glutamyl]thiazolidine), CN1CCOCC1 (N-methylmorpholine), ClC(=O)OCC(C)C (isobutyl chloroformate), C(C)(C)(C)OC(=O)N(C(=O)OC(C)(C)C)C(CCCC(=O)C1SCCN1)O (2-(N,N-di-(tert-butyloxycarbonyl)amino-5-hydroxy-pentanoyl]thiazolidine). The solvent is C(C)(=O)OCC (ethyl acetate), O (water), O1CCCC1 (tetrahydrofuran). Conditions: temperature -20 celsius. The product is C(C)(C)(C)OC(=O)N(C(=O)OC(C)(C)C)C(C(=O)N1CSCC1)CCCO (3-[2-(N,N-Di-(tert-butyloxycarbonyl)amino)-5-hydroxypentanoyl]thiazolidine). RXN SMILES: [C:1]([O:5][C:6]([N:8]([C:22]([O:24][C:25]([CH3:28])([CH3:27])[CH3:26])=[O:23])[C@H:9]([C:15]([N:17]1[CH2:21][CH2:20][S:19][CH2:18]1)=[O:16])[CH2:10][CH2:11][C:12](=O)[OH:13])=[O:7])([CH3:4])([CH3:3])[CH3:2].CN1CCOCC1.ClC(OCC(C)C)=O.[BH4-].[Na+].C(OC(N(C(O)CCCC(C1NCCS1)=O)C(OC(C)(C)C)=O)=O)(C)(C)C>O1CCCC1.O.C(OCC)(=O)C>[C:1]([O:5][C:6]([N:8]([CH:9]([CH2:10][CH2:11][CH2:12][OH:13])[C:15]([N:17]1[CH2:21][CH2:20][S:19][CH2:18]1)=[O:16])[C:22]([O:24][C:25]([CH3:28])([CH3:27])[CH3:26])=[O:23])=[O:7])([CH3:4])([CH3:2])[CH3:3] |f:3.4|. Procedure details: 3-[N,N-Di-(tert-butyloxycarbonyl)-L-glutamyl]thiazolidine (912 mg, 2.2 mmol) was dissolved in tetrahydrofuran (30 mL). This solution was cooled to −20° C., N-methylmorpholine (300 mg, 2.96 mmol) and isobutyl chloroformate (387 mg, 2.83 mmol) were added. After 20 mins at −20° C. the reaction mixture was added to a solution of sodium borohydride (182 mg, 4.8 mmol) in water (5 mL) at 0° C. After 1 hour the reaction mixture was diluted with ethyl acetate (150 mL). This solution was washed with water... Starting materials: CC(=O)OC(C)=O, Cc1nc(C=O)cs1, [Cl-], [Cl-], Cc1nc2ccccc2c(=O)n1-c1ccccc1Cl, O, [Zn+2]. The product is Cc1nc(C=Cc2nc3ccccc3c(=O)n2-c2ccccc2Cl)cs1. RXN SMILES: [CH3:20][C:21]([O:22][C:23](=[O:24])[CH3:25])=[O:26].[CH3:27][c:28]1[s:29][cH:30][c:31]([CH:33]=[O:34])[n:32]1.[Cl-:36].[Cl-:38].[Cl:1][c:2]1[c:3](-[n:8]2[c:9]([CH3:19])[n:10][c:11]3[cH:12][cH:13][cH:14][cH:15][c:16]3[c:17]2=[O:18])[cH:4][cH:5][cH:6][cH:7]1.[OH2:35].[Zn+2:37]>>[Cl:1][c:2]1[c:3](-[n:8]2[c:9]([CH:19]=[CH:33][c:31]3[cH:30][s:29][c:28]([CH3:27])[n:32]3)[n:10][c:11]3[cH:12][cH:13][cH:14][cH:15][c:16]3[c:17]2=[O:18])[cH:4][cH:5][cH:6][cH:7]1.